From a dataset of the Open Reaction Database (ORD), a public repository of structured organic reaction records. describe an organic reaction: reactants, conditions, products, and yield As a reaction SMILES: [C:1](=[O:4])([O-])[O-:2].[Cs+].[Cs+].[C:7]1([C:13]#[CH:14])[CH:12]=[CH:11][CH:10]=[CH:9][CH:8]=1.C(=O)=O>O>[C:7]1([C:13]#[C:14][C:1]([OH:2])=[O:4])[CH:12]=[CH:11][CH:10]=[CH:9][CH:8]=1 |f:0.1.2|. Run in O (water). The product is C1(=CC=CC=C1)C#CC(=O)O (Phenylpropiolic Acid). Procedure details: (4,7-Diphenyl-1,10-phenanthroline)bis[tris(p-fluorophenyl)phosphine]copper(I) nitrate (10.9 mg, 0.01 mmol) and cesium carbonate (391 mg, 1.20 mmol) were placed in a flask. The reaction vessel was then flushed with nitrogen and closed by means of a septum. Degassed DMF (3.00 ml) was subsequently added and the resulting mixture was stirred for 5 minutes at room temperature. After repeated evacuation and admission of CO2 into the reaction vessel, phenylacetylene (110 μL, 1.00 mmol) was injected. Th... Run at time 5 minute. Reactants: (4,7-Diphenyl-1,10-phenanthroline)bis[tris(p-fluorophenyl)phosphine]copper(I) nitrate, C([O-])([O-])=O.[Cs+].[Cs+] (cesium carbonate), C(=O)=O (CO2), steel, C1(=CC=CC=C1)C#C (phenylacetylene).